This data is from the Open Reaction Database (ORD), a public repository of structured organic reaction records. The task is: describe an organic reaction: reactants, conditions, products, and yield Starting materials: C(=O)(O)C1=CN(C2=CC=C(C=C12)C)C1=CC=NC2=CC=CC=C12 (3-carboxy-5-methyl-1-(quinol-4-yl)-1H-indole), S(=O)(Cl)Cl (thionyl chloride). Product: Cl.ClC(=O)C1=CN(C2=CC=C(C=C12)C)C1=CC=NC2=CC=CC=C12 (3-chlorocarbonyl-5-methyl-1-(quinol-4-yl)-1H-indole hydrochloride). As a reaction SMILES: [C:1]([C:4]1[C:12]2[C:7](=[CH:8][CH:9]=[C:10]([CH3:13])[CH:11]=2)[N:6]([C:14]2[C:23]3[C:18](=[CH:19][CH:20]=[CH:21][CH:22]=3)[N:17]=[CH:16][CH:15]=2)[CH:5]=1)(O)=[O:2].S(Cl)([Cl:26])=O>>[ClH:26].[Cl:26][C:1]([C:4]1[C:12]2[C:7](=[CH:8][CH:9]=[C:10]([CH3:13])[CH:11]=2)[N:6]([C:14]2[C:23]3[C:18](=[CH:19][CH:20]=[CH:21][CH:22]=3)[N:17]=[CH:16][CH:15]=2)[CH:5]=1)=[O:2] |f:2.3|. Reported procedure: 10 cm3 of thionyl chloride are added at 22° C. under an argon atmosphere to 1 g (3 mmol) of 3-carboxy-5-methyl-1-(quinol-4-yl)-1H-indole. After stirring at reflux for 2.5 hours, the reaction mixture is concentrated to dryness under reduced pressure (2.7 kPa), successively triturated twice with 5 cm3 of dimethoxyethane and then concentrated to dryness under reduced pressure (2.7 kPa) to give 1 g of 3-chlorocarbonyl-5-methyl-1-(quinol-4-yl)-1H-indole hydrochloride in the form of a yellow solid whi... The reactants are NC1=NC=C(C(=O)OCC)C=C1 (ethyl 6-amino-nicotinate), C(C1=CC=CC=C1)(=O)N=C=S (benzoyl isothiocyanate). Solvent: CC(=O)C (acetone). Yields the product C(C1=CC=CC=C1)(=O)NC(NC1=NC=C(C(=O)OCC)C=C1)=S (ethyl 6-(3-benzoyl-thioureido)-nicotinate). Isolated yield 82.0%. RXN SMILES: [NH2:1][C:2]1[CH:12]=[CH:11][C:5]([C:6]([O:8][CH2:9][CH3:10])=[O:7])=[CH:4][N:3]=1.[C:13]([N:21]=[C:22]=[S:23])(=[O:20])[C:14]1[CH:19]=[CH:18][CH:17]=[CH:16][CH:15]=1>CC(C)=O>[C:13]([NH:21][C:22](=[S:23])[NH:1][C:2]1[CH:12]=[CH:11][C:5]([C:6]([O:8][CH2:9][CH3:10])=[O:7])=[CH:4][N:3]=1)(=[O:20])[C:14]1[CH:19]=[CH:18][CH:17]=[CH:16][CH:15]=1. Reported procedure: A solution of ethyl 6-amino-nicotinate (830 mg, 5 mmol) and benzoyl isothiocyanate (830 mg, 5.1 mmol) in acetone was refluxed for 2 h. The mixture was concentrated to thin slurry and methanol was added. The solid was filtered, washed with methanol and dried to afford ethyl 6-(3-benzoyl-thioureido)-nicotinate (1.35 g, 82%). 1H NMR (CDCl3) δ 13.34 (s, 1 H), 9.04 (m, 3 H), 8.38 (s, 1 H), 7.93 (m, 2 H), 7.66 (m, 3 H), 4.42 (q, 2 H, J=7.6 Hz), 1.41(t, 3 H, J=7.6 Hz). Reactants: [H-].[Na+] (Sodium hydride), COC1=CC=C(C=C1)S(=O)(=O)NCC1=CC=CC=C1 (N-[4-methoxybenzenesulfonyl]-benzylamine), BrCC(=O)OCC (ethyl bromoacetate), oil. The solvent is O1CCCC1 (tetrahydrofuran), O1CCCC1 (tetrahydrofuran). Reaction conditions: time 30 minute. The product is COC1=CC=C(C=C1)S(=O)(=O)N(CC(=O)OCC)CC1=CC=CC=C1 (ethyl 2-[[4-methoxybenzenesulfonyl](benzyl)amino]acetate). Reaction SMILES: [H-].[Na+].[CH3:3][O:4][C:5]1[CH:10]=[CH:9][C:8]([S:11]([NH:14][CH2:15][C:16]2[CH:21]=[CH:20][CH:19]=[CH:18][CH:17]=2)(=[O:13])=[O:12])=[CH:7][CH:6]=1.Br[CH2:23][C:24]([O:26][CH2:27][CH3:28])=[O:25]>O1CCCC1>[CH3:3][O:4][C:5]1[CH:6]=[CH:7][C:8]([S:11]([N:14]([CH2:15][C:16]2[CH:21]=[CH:20][CH:19]=[CH:18][CH:17]=2)[CH2:23][C:24]([O:26][CH2:27][CH3:28])=[O:25])(=[O:12])=[O:13])=[CH:9][CH:10]=1 |f:0.1|. Procedure details: Sodium hydride (1.56 g of a 50% oil dispersion, 33.0 mmol) is suspended in tetrahydrofuran (85 mL). To this is added a solution of N-[4-methoxybenzenesulfonyl]-benzylamine (9.0 g, 32.5 mmol) also in tetrahydrofuran (85 mL), and the reaction is stirred for 30 minutes at room temperature. Then ethyl bromoacetate (5.40 mL, 48.8 mmol) is added, and the reaction is stirred overnight at room temperature. The reaction is quenched with a small amount of water, and all the solvent is removed. The crude m... Reactants: ClC(Cl)(OC(OC(Cl)(Cl)Cl)=O)Cl (triphosgene), CO (Methanol), COC=1C=C2C(=NC=NC2=CC1OC)OC1=CC(=C(N)C=C1)F (4-[(6,7-Dimethoxy-4-quinazolinyl)oxy]-2-fluoro-aniline), C(CC)N (propylamine). Solvent: C(C)N(CC)CC (triethylamine), C(Cl)(Cl)Cl (chloroform), C(Cl)(Cl)Cl (chloroform). Run at time 30 minute. Product: COC=1C=C2C(=NC=NC2=CC1OC)OC1=CC(=C(C=C1)NC(=O)NCCC)F (N-{4-[(6,7-Dimethoxy-4-quinazolinyl)oxy]-2-fluorophenyl}-N′-propylurea). The yield is 14.0%. As a reaction SMILES: [CH3:1][O:2][C:3]1[CH:4]=[C:5]2[C:10](=[CH:11][C:12]=1[O:13][CH3:14])[N:9]=[CH:8][N:7]=[C:6]2[O:15][C:16]1[CH:22]=[CH:21][C:19]([NH2:20])=[C:18]([F:23])[CH:17]=1.ClC(Cl)(O[C:28](=[O:34])OC(Cl)(Cl)Cl)Cl.[CH2:36]([NH2:39])[CH2:37][CH3:38].CO>C(Cl)(Cl)Cl.C(N(CC)CC)C>[CH3:1][O:2][C:3]1[CH:4]=[C:5]2[C:10](=[CH:11][C:12]=1[O:13][CH3:14])[N:9]=[CH:8][N:7]=[C:6]2[O:15][C:16]1[CH:22]=[CH:21][C:19]([NH:20][C:28]([NH:39][CH2:36][CH2:37][CH3:38])=[O:34])=[C:18]([F:23])[CH:17]=1. Procedure: 4-[(6,7-Dimethoxy-4-quinazolinyl)oxy]-2-fluoro-aniline (50 mg) was dissolved in chloroform (3 ml) and triethylamine (0.3 ml), and a solution of triphosgene (47 mg) in chloroform was then added to the solution. The mixture was stirred at room temperature for 30 min. Next, propylamine (20 μl) was added to the reaction solution, and the mixture was further stirred at room temperature overnight. Methanol was added to the reaction solution, and the mixture was purified by HPLC by development with chl... The reactants are ClC=1C=CC=2N(C(C3=C(N(C2N1)CC)N=CC(=C3)CCC3=CC=CC=C3)=O)C (2-chloro-5,11-dihydro-11-ethyl-5-methyl-8-(2-phenylethyl)-6H-dipyrido[3,2-b:2',3'-e][1,4]diazepin-6-one), C(C)(=O)[O-].[K+] (potassium acetate), C(C)(C)(C)OC(=O)N1C=CC=C1 (N-(tert-butyloxycarbonyl)pyrrole), C(C)(=O)[O-].[K+] (potassium acetate), C(C)(C)(C)OC(=O)N1C=CC=C1 (N-(tert-butyloxycarbonyl)pyrrole). Reagents/catalysts: C=1C=CC(=CC1)[P](C=2C=CC=CC2)(C=3C=CC=CC3)[Pd]([P](C=4C=CC=CC4)(C=5C=CC=CC5)C=6C=CC=CC6)([P](C=7C=CC=CC7)(C=8C=CC=CC8)C=9C=CC=CC9)[P](C=1C=CC=CC1)(C=1C=CC=CC1)C=1C=CC=CC1 (tetrakis(triphenylphosphine)palladium(0)), C=1C=CC(=CC1)[P](C=2C=CC=CC2)(C=3C=CC=CC3)[Pd]([P](C=4C=CC=CC4)(C=5C=CC=CC5)C=6C=CC=CC6)([P](C=7C=CC=CC7)(C=8C=CC=CC8)C=9C=CC=CC9)[P](C=1C=CC=CC1)(C=1C=CC=CC1)C=1C=CC=CC1 (tetrakis(triphenylphosphine)palladium(0)). The solvent is CN(C=O)C (N,N-dimethylformamide), O (water). Conditions: temperature 125 celsius. The product is C(C)N1C2=C(N(C(C3=C1N=CC(=C3)CCC3=CC=CC=C3)=O)C)C=CC(=N2)C=2NC=CC2 (5,11-Dihydro-11-ethyl-5-methyl-8-(2-phenylethyl)-2-(2-pyrrolyl)-6H-dipyrido[3,2-b:2',3'-e][1,4]diazepin-6-one). Isolated yield 18.2%. Reaction SMILES: Cl[C:2]1[CH:3]=[CH:4][C:5]2[N:6]([CH3:28])[C:7](=[O:27])[C:8]3[CH:18]=[C:17]([CH2:19][CH2:20][C:21]4[CH:26]=[CH:25][CH:24]=[CH:23][CH:22]=4)[CH:16]=[N:15][C:9]=3[N:10]([CH2:13][CH3:14])[C:11]=2[N:12]=1.C([O-])(=O)C.[K+].C(OC([N:41]1[CH:45]=[CH:44][CH:43]=[CH:42]1)=O)(C)(C)C>CN(C)C=O.O.C1C=CC([P]([Pd]([P](C2C=CC=CC=2)(C2C=CC=CC=2)C2C=CC=CC=2)([P](C2C=CC=CC=2)(C2C=CC=CC=2)C2C=CC=CC=2)[P](C2C=CC=CC=2)(C2C=CC=CC=2)C2C=CC=CC=2)(C2C=CC=CC=2)C2C=CC=CC=2)=CC=1>[CH2:13]([N:10]1[C:9]2[N:15]=[CH:16][C:17]([CH2:19][CH2:20][C:21]3[CH:26]=[CH:25][CH:24]=[CH:23][CH:22]=3)=[CH:18][C:8]=2[C:7](=[O:27])[N:6]([CH3:28])[C:5]2[CH:4]=[CH:3][C:2]([C:42]3[NH:41][CH:45]=[CH:44][CH:43]=3)=[N:12][C:11]1=2)[CH3:14] |f:1.2,^1:55,57,76,95|. Reported procedure: A mixture containing 2-chloro-5,11-dihydro-11-ethyl-5-methyl-8-(2-phenylethyl)-6H-dipyrido[3,2-b:2',3'-e][1,4]diazepin-6-one (0.10 g, 0.26 mmol), potassium acetate (0.05 g, 0.51 mmol), N-(tert-butyloxycarbonyl)pyrrole (0.078 g, 0.47 mmol), and tetrakis(triphenylphosphine)palladium(0) (20 mg, 0.02 mmol) in 2 mL of N,N-dimethylformamide was heated in a sealed tube at 125° C. for 10 hours. Additional potassium acetate (50 mg), N-(tert-butyloxycarbonyl)pyrrole (0.08 g), and tetrakis(triphenylphosphi... Starting materials: Cl.Cl.N1CC(CCC1)NC(=O)NC=1N=C2C(=NC1)N(C=C2)COCC[Si](C)(C)C (1-piperidin-3-yl-3-[5-(2-trimethylsilanyl-ethoxymethyl)-5H-pyrrolo[2,3-b]pyrazin-2-yl]-urea dihydrochloride), CC(CS(=O)(=O)Cl)C (2-methyl-propane-1-sulfonyl chloride). Yields the product CC(CS(=O)(=O)N1CC(CCC1)NC(=O)NC=1N=C2C(=NC1)N(C=C2)COCC[Si](C)(C)C)C (1-[1-(2-M ethyl-propane-1-sulfonyl)-piperidin-3-yl]-3-[5-(2-trimethylsilanyl-ethoxymethyl)-5H-pyrrolo[2,3-b]pyrazin-2-yl]-urea). As a reaction SMILES: Cl.Cl.[NH:3]1[CH2:8][CH2:7][CH2:6][CH:5]([NH:9][C:10]([NH:12][C:13]2[N:14]=[C:15]3[CH:21]=[CH:20][N:19]([CH2:22][O:23][CH2:24][CH2:25][Si:26]([CH3:29])([CH3:28])[CH3:27])[C:16]3=[N:17][CH:18]=2)=[O:11])[CH2:4]1.[CH3:30][CH:31]([CH3:37])[CH2:32][S:33](Cl)(=[O:35])=[O:34]>>[CH3:30][CH:31]([CH3:37])[CH2:32][S:33]([N:3]1[CH2:8][CH2:7][CH2:6][CH:5]([NH:9][C:10]([NH:12][C:13]2[N:14]=[C:15]3[CH:21]=[CH:20][N:19]([CH2:22][O:23][CH2:24][CH2:25][Si:26]([CH3:29])([CH3:28])[CH3:27])[C:16]3=[N:17][CH:18]=2)=[O:11])[CH2:4]1)(=[O:35])=[O:34] |f:0.1.2|. Reported procedure: 1-[1-(2-M ethyl-propane-1-sulfonyl)-piperidin-3-yl]-3-[5-(2-trimethylsilanyl-ethoxymethyl)-5H-pyrrolo[2,3-b]pyrazin-2-yl]-urea was prepared in the same manner from 1-piperidin-3-yl-3-[5-(2-trimethylsilanyl-ethoxymethyl)-5H-pyrrolo[2,3-b]pyrazin-2-yl]-urea dihydrochloride and 2-methyl-propane-1-sulfonyl chloride. Starting materials: CCOC(=O)c1cc2c([nH]1)C(=O)CC2, CCOC(=O)c1cc2c([nH]1)C(c1ccc(-c3ccccc3)cc1)=CC2. Yields the product CCOC(=O)c1cc2c([nH]1)C(c1ccc(-c3ccccc3)cc1)CC2. As a reaction SMILES: [O:1]=[C:2]1[c:3]2[nH:4][c:5]([C:6]([O:7][CH2:8][CH3:9])=[O:10])[cH:11][c:12]2[CH2:13][CH2:14]1.[c:15]1(-[c:34]2[cH:35][cH:36][cH:37][cH:38][cH:39]2)[cH:16][cH:17][c:18]([C:21]2=[CH:22][CH2:23][c:24]3[c:25]2[nH:26][c:27]([C:29](=[O:30])[O:31][CH2:32][CH3:33])[cH:28]3)[cH:19][cH:20]1>>[c:15]1(-[c:34]2[cH:35][cH:36][cH:37][cH:38][cH:39]2)[cH:16][cH:17][c:18]([CH:21]2[CH2:22][CH2:23][c:24]3[c:25]2[nH:26][c:27]([C:29](=[O:30])[O:31][CH2:32][CH3:33])[cH:28]3)[cH:19][cH:20]1. The reactants are COC=1C=C(C=CC1OC)C[C@H](C)CS(=O)(=O)[O-] ((S)-[2-(3,4-dimethoxyphenyl)-1-methylethyl methanesulfonate]), NC[C@H](O)C1=CC(=CC=C1)Cl ((R)-2-amino-1-(3-chlorophenyl)ethanol), aqueous solution, [OH-].[Na+] (sodium hydroxide). Reaction conditions: temperature 60 celsius, time 24 hour. Yields the product ClC=1C=C(C=CC1)C(CNC(CC1=CC(=C(C=C1)OC)OC)C)O (1-(3-chlorophenyl)-2-[[2-(3,4-dimethoxyphenyl)-1-methylethyl]amino]ethanol). Isolated yield 46.0%. As a reaction SMILES: [CH3:1][O:2][C:3]1[CH:4]=[C:5]([CH2:11][C@@H:12]([CH2:14]S([O-])(=O)=O)C)[CH:6]=[CH:7][C:8]=1[O:9][CH3:10].[NH2:19][CH2:20][C@@H:21]([C:23]1[CH:28]=[CH:27][CH:26]=[C:25]([Cl:29])[CH:24]=1)[OH:22].[OH-].[Na+]>>[Cl:29][C:25]1[CH:24]=[C:23]([CH:21]([OH:22])[CH2:20][NH:19][CH:12]([CH3:14])[CH2:11][C:5]2[CH:6]=[CH:7][C:8]([O:9][CH3:10])=[C:3]([O:2][CH3:1])[CH:4]=2)[CH:28]=[CH:27][CH:26]=1 |f:2.3|. Procedure: To 274 mg (1.00 mmol) of (S)-[2-(3,4-dimethoxyphenyl)-1-methylethyl methanesulfonate] was added 206 mg (1.20 mmol) of (R)-2-amino-1-(3-chlorophenyl)ethanol, and the mixture was stirred at 60° C. for 24 hours. The reaction mixture was added with a 10% aqueous solution of sodium hydroxide to be alkaline, and extracted twice with 30 ml of toluene. The toluene extract was dried over anhydrous sodium sulfate, and subjected to distillation of the solvent and to purification with silica gel chromatogra...